From a dataset of the Open Reaction Database (ORD), a public repository of structured organic reaction records. describe an organic reaction: reactants, conditions, products, and yield The reactants are C(C)(C)(C)OC(N(C1=CC=CC=C1)C1=NC=C(C=N1)CN1C(=NC=2C1=NC(=CC2C)C)CC)=O ([5-(2-ethyl-5,7-dimethylimidazo[4,5-b]pyridin-3-ylmethyl)pyrimidin-2-yl]phenylcarbamic acid tert-butyl ester), O1CCOCC1.Cl (hydrogen chloride-1,4-dioxane). Conditions: time 1.5 hour. Yield: 96.0%. Procedure details: [5-(2-Ethyl-5,7-dimethylimidazo[4,5-b]pyridin-3-ylmethyl)pyrimidin-2-yl]phenylcarbamic acid tert-butyl ester (310 mg, 0.676 mmol) obtained in Step 7 was dissolved in methanol (5 mL), and a 4 mol/L hydrogen chloride-1,4-dioxane solution (4 mL) was added to the solution, followed by stirring at room temperature for 1.5 hours. The reaction mixture was concentrated under reduced pressure, and the residue was recrystallized from diethyl ether to obtain Compound 167 (255 mg, 96%). Yields the product Cl.C(C)C1=NC=2C(=NC(=CC2C)C)N1CC=1C=NC(=NC1)NC1=CC=CC=C1 ({5-(2-Ethyl-5,7-dimethylimidazo[4,5-b]pyridin-3-ylmethyl)pyrimidin-2-yl}phenylamine hydrochloride). As a reaction SMILES: C(OC(=O)[N:7]([C:14]1[N:19]=[CH:18][C:17]([CH2:20][N:21]2[C:25]3=[N:26][C:27]([CH3:31])=[CH:28][C:29]([CH3:30])=[C:24]3[N:23]=[C:22]2[CH2:32][CH3:33])=[CH:16][N:15]=1)[C:8]1[CH:13]=[CH:12][CH:11]=[CH:10][CH:9]=1)(C)(C)C.O1CCOCC1.[ClH:41]>CO>[ClH:41].[CH2:32]([C:22]1[N:21]([CH2:20][C:17]2[CH:18]=[N:19][C:14]([NH:7][C:8]3[CH:13]=[CH:12][CH:11]=[CH:10][CH:9]=3)=[N:15][CH:16]=2)[C:25]2=[N:26][C:27]([CH3:31])=[CH:28][C:29]([CH3:30])=[C:24]2[N:23]=1)[CH3:33] |f:1.2,4.5|. The solvent is CO (methanol). RXN SMILES: Br[C:2]1[N:7]2[CH:8]=[C:9](/[CH:11]=[CH:12]/[C:13]3[CH:22]=[CH:21][C:20]4[C:15](=[CH:16][CH:17]=[CH:18][CH:19]=4)[N:14]=3)[N:10]=[C:6]2[C:5]([N:23]2[CH2:28][CH2:27][O:26][CH2:25][CH2:24]2)=[N:4][CH:3]=1.C([O:33][C:34]([C:36]1[CH:41]=[CH:40][C:39](B2OC(C)(C)C(C)(C)O2)=[CH:38][CH:37]=1)=[O:35])(C)(C)C.[C:51]([OH:57])([C:53]([F:56])([F:55])[F:54])=[O:52]>>[F:54][C:53]([F:56])([F:55])[C:51]([OH:57])=[O:52].[O:26]1[CH2:27][CH2:28][N:23]([C:5]2[C:6]3[N:7]([CH:8]=[C:9](/[CH:11]=[CH:12]/[C:13]4[CH:22]=[CH:21][C:20]5[C:15](=[CH:16][CH:17]=[CH:18][CH:19]=5)[N:14]=4)[N:10]=3)[C:2]([C:39]3[CH:40]=[CH:41][C:36]([C:34]([OH:35])=[O:33])=[CH:37][CH:38]=3)=[CH:3][N:4]=2)[CH2:24][CH2:25]1 |f:3.4|. The product is FC(C(=O)O)(F)F.O1CCN(CC1)C=1C=2N(C(=CN1)C1=CC=C(C(=O)O)C=C1)C=C(N2)\C=C\C2=NC1=CC=CC=C1C=C2 ((E)-4-(8-Morpholino-2-(2-(quinolin-2-yl)vinyl)imidazo[1,2-a]pyrazin-5-yl)benzoic acid trifluoroacetic acid salt). Reported procedure: The title compound was prepared from compound 2b and 4-(tert-butoxycarbonyl)phenylboronic acid pinacol ester using the methods described in Example 1, Step G, followed by the deprotection of the resulting product with TFA using the methods described in Example 6, Step B. Mass Spectrum (LCMS, ESI pos.) Calcd. for C28H23N5O3: 478.2 [M+H]. found 478.1. The reactants are BrC1=CN=C(C=2N1C=C(N2)\C=C\C2=NC1=CC=CC=C1C=C2)N2CCOCC2 ((E)-4-(5-Bromo-2-(2-(quinolin-2-yl)vinyl)imidazo[1,2-a]pyrazin-8-yl)morpholine), C(C)(C)(C)OC(=O)C1=CC=C(C=C1)B1OC(C)(C)C(C)(C)O1 (4-(tert-butoxycarbonyl)phenylboronic acid pinacol ester), C(=O)(C(F)(F)F)O (TFA). The reactants are OCCCn1ncc2cc(Br)ccc21, CC(C)(C)[Si](Cl)(c1ccccc1)c1ccccc1, CCOCC, ClCCl, c1c[nH]cn1. Product: CC(C)(C)[Si](OCCCn1ncc2cc(Br)ccc21)(c1ccccc1)c1ccccc1. Reaction SMILES: [Br:1][c:2]1[cH:3][c:4]2[cH:5][n:6][n:7]([CH2:11][CH2:12][CH2:13][OH:14])[c:8]2[cH:9][cH:10]1.[C:15]([CH3:16])([CH3:17])([CH3:18])[Si:19]([c:20]1[cH:21][cH:22][cH:23][cH:24][cH:25]1)([c:26]1[cH:27][cH:28][cH:29][cH:30][cH:31]1)[Cl:32].[CH3:41][CH2:42][O:43][CH2:44][CH3:45].[Cl:38][CH2:39][Cl:40].[nH:33]1[cH:34][cH:35][n:36][cH:37]1>>[Br:1][c:2]1[cH:3][c:4]2[cH:5][n:6][n:7]([CH2:11][CH2:12][CH2:13][O:14][Si:19]([C:15]([CH3:16])([CH3:17])[CH3:18])([c:20]3[cH:21][cH:22][cH:23][cH:24][cH:25]3)[c:26]3[cH:27][cH:28][cH:29][cH:30][cH:31]3)[c:8]2[cH:9][cH:10]1.